describe an organic reaction: reactants, conditions, products, and yield From a dataset of the Open Reaction Database (ORD), a public repository of structured organic reaction records. The product is COC(=O)C(Cn1ccnc1[N+](=O)[O-])NC(c1ccccc1)(c1ccccc1)c1ccccc1. As a reaction SMILES: [CH2:55]1[O:56][CH2:57][CH2:58][CH2:59]1.[CH3:9][O:10][C:11]([CH:12]([NH:13][C:14]([c:15]1[cH:16][cH:17][cH:18][cH:19][cH:20]1)([c:21]1[cH:22][cH:23][cH:24][cH:25][cH:26]1)[c:27]1[cH:28][cH:29][cH:30][cH:31][cH:32]1)[CH2:33][OH:34])=[O:35].[N+:1](=[O:2])([O-:3])[c:4]1[nH:5][cH:6][cH:7][n:8]1.[c:36]1([P:37]([c:38]2[cH:39][cH:40][cH:41][cH:42][cH:43]2)[c:44]2[cH:45][cH:46][cH:47][cH:48][cH:49]2)[cH:50][cH:51][cH:52][cH:53][cH:54]1>>[N+:1](=[O:2])([O-:3])[c:4]1[n:5]([CH2:33][CH:12]([C:11]([O:10][CH3:9])=[O:35])[NH:13][C:14]([c:15]2[cH:16][cH:17][cH:18][cH:19][cH:20]2)([c:21]2[cH:22][cH:23][cH:24][cH:25][cH:26]2)[c:27]2[cH:28][cH:29][cH:30][cH:31][cH:32]2)[cH:6][cH:7][n:8]1. The reactants are C1CCOC1, COC(=O)C(CO)NC(c1ccccc1)(c1ccccc1)c1ccccc1, O=[N+]([O-])c1ncc[nH]1, c1ccc(P(c2ccccc2)c2ccccc2)cc1. Reactants: CO, COC(=O)c1cc2scc(Cl)c2[nH]1, [Li+], [OH-]. Product: O=C(O)c1cc2scc(Cl)c2[nH]1. As a reaction SMILES: [CH3:16][OH:17].[Cl:1][c:2]1[cH:3][s:4][c:5]2[c:6]1[nH:7][c:8]([C:10](=[O:11])[O:12][CH3:13])[cH:9]2.[Li+:14].[OH-:15]>>[Cl:1][c:2]1[cH:3][s:4][c:5]2[c:6]1[nH:7][c:8]([C:10](=[O:11])[OH:12])[cH:9]2. Starting materials: C(C)(C)(C)[Si](OC[C@@H](C)N1C(N(CC=2C1=NC(=NC2)NC2=CC=C(C=C2)F)C2=CC=C(C=C2)CC)=O)(C)C ((R)-1-[2-(tert-butyl-dimethyl-silanyloxy)-1-methyl-ethyl]-3-(4-ethyl-phenyl)-7-(4-fluoro-phenylamino)-3,4-dihydro-1H-pyrimido[4,5-d]pyrimidin-2-one), N1=CC=CC=C1.F (hydrogen fluoride-pyridine). Solvent: N1=CC=CC=C1 (pyridine). Yields the product C(C)C1=CC=C(C=C1)N1C(N(C2=NC(=NC=C2C1)NC1=CC=C(C=C1)F)[C@@H](CO)C)=O ((R)-3-(4-ethyl-phenyl)-7-(4-fluoro-phenylamino)-1-(2-hydroxy-1-methyl-ethyl)-3,4-dihydro-1H-pyrimido[4,5-d]pyrimidin-2-one). RXN SMILES: C([Si](C)(C)[O:6][CH2:7][C@H:8]([N:10]1[C:15]2=[N:16][C:17]([NH:20][C:21]3[CH:26]=[CH:25][C:24]([F:27])=[CH:23][CH:22]=3)=[N:18][CH:19]=[C:14]2[CH2:13][N:12]([C:28]2[CH:33]=[CH:32][C:31]([CH2:34][CH3:35])=[CH:30][CH:29]=2)[C:11]1=[O:36])[CH3:9])(C)(C)C.N1C=CC=CC=1.F>N1C=CC=CC=1>[CH2:34]([C:31]1[CH:32]=[CH:33][C:28]([N:12]2[CH2:13][C:14]3[C:15](=[N:16][C:17]([NH:20][C:21]4[CH:26]=[CH:25][C:24]([F:27])=[CH:23][CH:22]=4)=[N:18][CH:19]=3)[N:10]([C@H:8]([CH3:9])[CH2:7][OH:6])[C:11]2=[O:36])=[CH:29][CH:30]=1)[CH3:35] |f:1.2|. Procedure: (R)-1-[2-(tert-Butyl-dimethyl-silanyloxy)-1-methyl-ethyl]-3-(4-ethyl-phenyl)-7-(4-fluoro-phenylamino)-3,4-dihydro-1H-pyrimido[4,5-d]pyrimidin-2-one (100 mg, 0.18 mmol) (from Example 38f supra) in pyridine (1.5 mL) (Fisher) was treated at room temperature with hydrogen fluoride-pyridine (0.6 mL) (Aldrich) for 15 minutes. The reaction mixture was quenched with 1 N aqueous hydrochloric acid at 0° C., then extracted with ethyl acetate. The organic layer was dried over anhydrous sodium sulfate, filte... Starting materials: CC1=CC(=C(C(=O)Cl)C=C1)OC(C)=O (4-methyl-2-acetoxybenzoyl chloride), NC1=CC(=C(C(=C1)Cl)O)Cl (4-Amino-2,6-dichlorophenol), Cl (hydrochloric acid), Cl (hydrochloric acid). Run in CC(=O)C (acetone), CC(=O)C (acetone), [OH-].[Na+] (sodium hydroxide), CN(C1=CC=CC=C1)C (N,N-dimethylaniline). Yields the product ClC=1C=C(NC(C2=C(C=C(C=C2)C)O)=O)C=C(C1O)Cl (3',5'-dichloro-2,4'-dihydroxy-4-methylbenzanilide). Yield: 72.5%. RXN SMILES: [NH2:1][C:2]1[CH:7]=[C:6]([Cl:8])[C:5]([OH:9])=[C:4]([Cl:10])[CH:3]=1.[CH3:11][C:12]1[CH:20]=[CH:19][C:15]([C:16](Cl)=[O:17])=[C:14]([O:21]C(=O)C)[CH:13]=1.Cl>CN(C)C1C=CC=CC=1.CC(C)=O.[OH-].[Na+]>[Cl:8][C:6]1[CH:7]=[C:2]([CH:3]=[C:4]([Cl:10])[C:5]=1[OH:9])[NH:1][C:16](=[O:17])[C:15]1[CH:19]=[CH:20][C:12]([CH3:11])=[CH:13][C:14]=1[OH:21] |f:5.6|. Procedure: 4-Amino-2,6-dichlorophenol (16 g.) was put into solution in N,N-dimethylaniline (15 ml.) and acetone (200 ml.), to which the acetone solution of 4-methyl-2-acetoxybenzoyl chloride was added dropwise. After reaction for several hours, by condensing and then acidifying the solution with 4 N hydrochloric acid a precipitate was obtained, which was redissolved in 2 N sodium hydroxide solution. The solution was made acidic with dilute hydrochloric acid, thereby precipitating the product which was recr... Reactants: C1(=CC=CC=C1)CN1CCC(CC1)C=C1C(C2=C(NC=3C=CC=CC23)C1)=O (1,2,3,4-tetrahydro-2-[[1-(phenylmethyl)-4-piperidinyl]methylene]cyclopent[b]indol-1-one), CC1(C(C=2N(C=3C=CC(=CC3C2)OC)C1)=O)CC1CCN(CC1)CC1=CC=CC=C1 (2,3-dihydro-2-methyl-7-methoxy-2-[[1-(phenylmethyl)-4-piperidinyl]methyl]-1H-pyrrolo[1,2-a]indol-1-one). Solvent: C(C)(=O)OCC (ethyl acetate), C(C)O (ethanol). Product: C1(=CC=CC=C1)CN1CCC(CC1)CC1C(C2=C(NC=3C=CC=CC23)C1)=O (1,2,3,4tetrahydro-2-[[1-(phenylmethyl)-4-piperidinyl]methyl]cyclopent[b]indol-1-one). Reaction SMILES: [C:1]1([CH2:7][N:8]2[CH2:13][CH2:12][CH:11]([CH:14]=[C:15]3[CH2:26][C:18]4[NH:19][C:20]5[CH:21]=[CH:22][CH:23]=[CH:24][C:25]=5[C:17]=4[C:16]3=[O:27])[CH2:10][CH2:9]2)[CH:6]=[CH:5][CH:4]=[CH:3][CH:2]=1.CC1(CC2CCN(CC3C=CC=CC=3)CC2)CN2C3C=CC(OC)=CC=3C=C2C1=O>C(OCC)(=O)C.C(O)C>[C:1]1([CH2:7][N:8]2[CH2:9][CH2:10][CH:11]([CH2:14][CH:15]3[CH2:26][C:18]4[NH:19][C:20]5[CH:21]=[CH:22][CH:23]=[CH:24][C:25]=5[C:17]=4[C:16]3=[O:27])[CH2:12][CH2:13]2)[CH:6]=[CH:5][CH:4]=[CH:3][CH:2]=1. Procedure: the title compound of Example 42 (176 mg, 0.5 mmol) was dissolved in a mixture solvents of ethyl acetate (31 ml) and ethanol (31 ml) and treated with PtO 2 (23 mg) and hydrogenated at 35 psi at r.t. for 2 hours. The mixture was filtered through diatomaceous earth (Celite (trademark)) and the filtrate was concentrated to give compound the title compound as off-white solid. 1HNMR (CDCl3)δ 1.3-1.65 (m, 4H), 1.65-1.8 (m, 2H), 1.9-2.1 (m, 3H), 2.65 (dd, 1H), 2.9-3.1 (m, 3H), 3.2 (dd, 1H), 3.55 (s, 2H... Reactants: C(C)OC1=C2C(=NC=C1C(=O)C=1SC=CC1)N(N=C2)CC=2OC=CC2 ([4-ethoxy-1-(2-furanylmethyl)-1H-pyrazolo[3,4-b]pyridin-5-yl]-2-thienylmethanone), [Se](=O)=O (selenium dioxide). Solvent: COCCOCCOC (diethyleneglycol dimethylether). Yields the product C(C)OC1=C2C(=NC=C1C(=O)C=1SC=CC1)NN=C2 ((4-Ethoxy-1H-pyrazolo[3,4-b]pyridin-5-yl)-2-thienylmethanone). Reaction SMILES: [CH2:1]([O:3][C:4]1[C:9]([C:10]([C:12]2[S:13][CH:14]=[CH:15][CH:16]=2)=[O:11])=[CH:8][N:7]=[C:6]2[N:17](CC3OC=CC=3)[N:18]=[CH:19][C:5]=12)[CH3:2].[Se](=O)=O>COCCOCCOC>[CH2:1]([O:3][C:4]1[C:9]([C:10]([C:12]2[S:13][CH:14]=[CH:15][CH:16]=2)=[O:11])=[CH:8][N:7]=[C:6]2[NH:17][N:18]=[CH:19][C:5]=12)[CH3:2]. Procedure: 3.5 g. of [4-ethoxy-1-(2-furanylmethyl)-1H-pyrazolo[3,4-b]pyridin-5-yl]-2-thienylmethanone (0.01 mol.) are treated with 1.22 g. of selenium dioxide (0.011 mol.) in 20 ml. of diethyleneglycol dimethylether at reflux temperature for 1.5 hours with stirring. The precipitated selenium is filtered off and the solution is evaporated to dryness in vacuo. The remaining product, (4-ethoxy-1H-pyrazolo[3,4-b]pyridin-5-yl]-2-thienylmethanone, is recrystallized from butanol, yield 2 g. (75%); m.p. 202°-205°. RXN SMILES: [CH3:33][CH2:34][O:35][C:36](=[O:37])[CH3:38].[CH:8]([CH3:9])([CH3:10])[c:11]1[nH:12][c:13]([CH2:16][C:17](=[O:18])[OH:19])[cH:14][n:15]1.[ClH:31].[ClH:7].[Na+:1].[Na+:2].[O-:3][C:4](=[O:5])[O-:6].[OH2:32].[S:20](=[O:21])(=[O:22])([c:23]1[cH:24][cH:25][c:26]([CH3:27])[cH:28][cH:29]1)[Cl:30]>>[CH:8]([CH3:9])([CH3:10])[c:11]1[n:12]([S:20](=[O:21])(=[O:22])[c:23]2[cH:24][cH:25][c:26]([CH3:27])[cH:28][cH:29]2)[c:13]([CH2:16][C:17](=[O:18])[OH:19])[cH:14][n:15]1. The product is Cc1ccc(S(=O)(=O)n2c(CC(=O)O)cnc2C(C)C)cc1. Starting materials: CCOC(C)=O, CC(C)c1ncc(CC(=O)O)[nH]1, Cl, Cl, [Na+], [Na+], O=C([O-])[O-], O, Cc1ccc(S(=O)(=O)Cl)cc1. Reactants: CN(C)C=O, IC1CCCC1, [H-], [Na+], O, N#Cc1ccc(Oc2ccc3c(c2)COB3O)c(O)c1. The product is N#Cc1ccc(Oc2ccc3c(c2)COB3O)c(OC2CCCC2)c1. RXN SMILES: [CH3:27][N:28]([CH3:29])[CH:30]=[O:31].[CH:21]1([I:26])[CH2:22][CH2:23][CH2:24][CH2:25]1.[H-:32].[Na+:33].[OH2:34].[OH:1][c:2]1[cH:3][c:4]([C:5]#[N:6])[cH:7][cH:8][c:9]1[O:10][c:11]1[cH:12][c:13]2[c:14]([cH:19][cH:20]1)[B:15]([OH:18])[O:16][CH2:17]2>>[O:1]([c:2]1[cH:3][c:4]([C:5]#[N:6])[cH:7][cH:8][c:9]1[O:10][c:11]1[cH:12][c:13]2[c:14]([cH:19][cH:20]1)[B:15]([OH:18])[O:16][CH2:17]2)[CH:21]1[CH2:22][CH2:23][CH2:24][CH2:25]1. Starting materials: CO, CC(C)(C)[Si](C)(C)OCCNC1CCN(c2ccc3c(NC(=O)CCC4CCCC4)c(Cl)ccc3n2)C1, ClCCl, Cl. Yields the product O=C(CCC1CCCC1)Nc1c(Cl)ccc2nc(N3CCC(NCCO)C3)ccc12. Reaction SMILES: [CH3:39][OH:40].[Cl:1][c:2]1[c:3]([NH:28][C:29]([CH2:30][CH2:31][CH:32]2[CH2:33][CH2:34][CH2:35][CH2:36]2)=[O:37])[c:4]2[cH:5][cH:6][c:7]([N:12]3[CH2:13][CH:14]([NH:17][CH2:18][CH2:19][O:20][Si:21]([C:22]([CH3:23])([CH3:24])[CH3:25])([CH3:26])[CH3:27])[CH2:15][CH2:16]3)[n:8][c:9]2[cH:10][cH:11]1.[Cl:41][CH2:42][Cl:43].[ClH:38]>>[Cl:1][c:2]1[c:3]([NH:28][C:29]([CH2:30][CH2:31][CH:32]2[CH2:33][CH2:34][CH2:35][CH2:36]2)=[O:37])[c:4]2[cH:5][cH:6][c:7]([N:12]3[CH2:13][CH:14]([NH:17][CH2:18][CH2:19][OH:20])[CH2:15][CH2:16]3)[n:8][c:9]2[cH:10][cH:11]1.